This data is from the Open Reaction Database (ORD), a public repository of structured organic reaction records. The task is: describe an organic reaction: reactants, conditions, products, and yield The reactants are C1CCC2=NCCCN2CC1 (DBU), BrCC(O)C1=CC=C(C=C1)C1=NOC(=N1)C1=NOC(=C1CCC)C1=CC=CC=C1 (2-bromo-1-(4-(5-(5-phenyl-4-propylisoxazol-3-yl)-1,2,4-oxadiazol-3-yl)phenyl)ethanol), 1C, N1CC(CC1)C(=O)O (pyrrolidine-3-carboxylic acid). Solvent: CS(=O)C (DMSO). Reaction conditions: temperature 80 celsius, time 10 minute. Yields the product OC(CN1CC(CC1)C(=O)O)C1=CC=C(C=C1)C1=NOC(=N1)C1=NOC(=C1CCC)C1=CC=CC=C1 (1-(2-Hydroxy-2-(4-(5-(5-phenyl-4-propylisoxazol-3-yl)-1,2,4-oxadiazol-3-yl)phenyl)ethyl)pyrrolidine-3-carboxylic acid). RXN SMILES: Br[CH2:2][CH:3]([C:5]1[CH:10]=[CH:9][C:8]([C:11]2[N:15]=[C:14]([C:16]3[C:20]([CH2:21][CH2:22][CH3:23])=[C:19]([C:24]4[CH:29]=[CH:28][CH:27]=[CH:26][CH:25]=4)[O:18][N:17]=3)[O:13][N:12]=2)=[CH:7][CH:6]=1)[OH:4].[NH:30]1[CH2:34][CH2:33][CH:32]([C:35]([OH:37])=[O:36])[CH2:31]1.C1CCN2C(=NCCC2)CC1>CS(C)=O>[OH:4][CH:3]([C:5]1[CH:10]=[CH:9][C:8]([C:11]2[N:15]=[C:14]([C:16]3[C:20]([CH2:21][CH2:22][CH3:23])=[C:19]([C:24]4[CH:29]=[CH:28][CH:27]=[CH:26][CH:25]=4)[O:18][N:17]=3)[O:13][N:12]=2)=[CH:7][CH:6]=1)[CH2:2][N:30]1[CH2:34][CH2:33][CH:32]([C:35]([OH:37])=[O:36])[CH2:31]1. Reported procedure: To a mixture of 2-bromo-1-(4-(5-(5-phenyl-4-propylisoxazol-3-yl)-1,2,4-oxadiazol-3-yl)phenyl)ethanol, Preparation 1C (30 mg, 0.066 mmol) and pyrrolidine-3-carboxylic acid (22.81 mg, 0.198 mmol) in DMSO (2 mL) was added DBU (0.030 mL, 0.198 mmol). The reaction mixture was heated at 80° C. for 2 hours. The crude material was purified via preparative LC/MS with the following conditions: Column. Waters XBridge C18, 19×100 mm, 5-μm particles; Guard Column: none; Mobile Phase A: 5:95 acetonitrile:wate... Starting materials: CCCC[Sn](C#Cc1ccc(Cl)cc1)(CCCC)CCCC, COc1cc(-n2ccc(Cl)cc2=O)ccc1OCC(C)(C)O, ClCCl, [Cu]I, CN(C)C=O. Reaction SMILES: [CH2:23]([Sn:24]([CH2:25][CH2:26][CH2:27][CH3:37])([C:28]#[C:29][c:30]1[cH:31][cH:32][c:33]([Cl:36])[cH:34][cH:35]1)[CH2:38][CH2:39][CH2:40][CH3:41])[CH2:42][CH2:43][CH3:44].[Cl:1][c:2]1[cH:3][c:4](=[O:22])[n:5](-[c:8]2[cH:9][c:10]([O:20][CH3:21])[c:11]([O:14][CH2:15][C:16]([CH3:17])([CH3:18])[OH:19])[cH:12][cH:13]2)[cH:6][cH:7]1.[Cl:50][CH2:51][Cl:52].[Cu:53][I:54].[O:45]=[CH:46][N:47]([CH3:48])[CH3:49]>>[c:2]1([C:28]#[C:29][c:30]2[cH:31][cH:32][c:33]([Cl:36])[cH:34][cH:35]2)[cH:3][c:4](=[O:22])[n:5](-[c:8]2[cH:9][c:10]([O:20][CH3:21])[c:11]([O:14][CH2:15][C:16]([CH3:17])([CH3:18])[OH:19])[cH:12][cH:13]2)[cH:6][cH:7]1. The product is COc1cc(-n2ccc(C#Cc3ccc(Cl)cc3)cc2=O)ccc1OCC(C)(C)O. The solvent is C1CCOC1 (THF), C1CCOC1 (THF), C1CCOC1 (THF). Reactants: FC1=NC=CC=C1 (2-fluoropyridine), CON(C(C1=CC=CC=C1)=O)C (N-methoxy-N-methyl benzamide), C(C)(C)[N-]C(C)C.[Li+] (lithium diisopropylamide). Reported procedure: To a freshly prepared solution of lithium diisopropylamide (22 mmol) in dry THF (20 mL) under nitrogen and cooled to −78° was added a solution of 2-fluoropyridine (1.94 g, 20 mmol) in dry THF (10 mL). The reaction was stirred for 2.5 h at −78° before adding a solution of N-methoxy-N-methyl benzamide (3.47 g, 21 mmol) in THF (8 mL). The reaction mixture was allowed to warm to room temperature over 1.5 h and stir at room temperature for 1 h. The reaction was quenched with water (50 mL), extracted ... RXN SMILES: C([N-]C(C)C)(C)C.[Li+].[F:9][C:10]1[CH:15]=[CH:14][CH:13]=[CH:12][N:11]=1.CON(C)[C:19](=[O:26])[C:20]1[CH:25]=[CH:24][CH:23]=[CH:22][CH:21]=1>C1COCC1>[C:19]([C:15]1[C:10]([F:9])=[N:11][CH:12]=[CH:13][CH:14]=1)(=[O:26])[C:20]1[CH:25]=[CH:24][CH:23]=[CH:22][CH:21]=1 |f:0.1|. Yield: 26.1%. Reaction conditions: time 2.5 hour. Yields the product C(C1=CC=CC=C1)(=O)C=1C(=NC=CC1)F (3-Benzoyl-2-fluoropyridine). Reactants: CCOC(=O)c1cc2ccc3c(c4ccccc4n3CC)c2[nH]1, CC1OC(c2ccccc2)OCC1(C)[N+](=O)[O-], CCCCCC, ClCCl. Product: CCOC(=O)c1cc2ccc3c(c4ccccc4n3CC)c2n1C. As a reaction SMILES: [CH2:1]([CH3:2])[n:3]1[c:4]2[cH:5][cH:6][cH:7][cH:8][c:9]2[c:10]2[c:11]3[c:12]([cH:13][cH:14][c:15]12)[cH:16][c:17]([C:19](=[O:20])[O:21][CH2:22][CH3:23])[nH:18]3.[CH3:24][CH:25]1[C:26]([CH3:27])([N+:28]([O-:29])=[O:30])[CH2:31][O:32][CH:33]([c:34]2[cH:35][cH:36][cH:37][cH:38][cH:39]2)[O:40]1.[CH3:44][CH2:45][CH2:46][CH2:47][CH2:48][CH3:49].[Cl:41][CH2:42][Cl:43]>>[CH2:1]([CH3:2])[n:3]1[c:4]2[cH:5][cH:6][cH:7][cH:8][c:9]2[c:10]2[c:11]3[c:12]([cH:13][cH:14][c:15]12)[cH:16][c:17]([C:19](=[O:20])[O:21][CH2:22][CH3:23])[n:18]3[CH3:24].